From a dataset of the Open Reaction Database (ORD), a public repository of structured organic reaction records. describe an organic reaction: reactants, conditions, products, and yield Starting materials: O=C([O-])[O-], Clc1cccc(Cl)n1, [K+], [K+], CN(C)C=O, c1c[nH]cn1. The product is Clc1cccc(-n2ccnc2)n1. RXN SMILES: [C:14](=[O:15])([O-:16])[O-:17].[Cl:1][c:2]1[n:3][c:4]([Cl:8])[cH:5][cH:6][cH:7]1.[K+:18].[K+:19].[O:20]=[CH:21][N:22]([CH3:23])[CH3:24].[nH:9]1[cH:10][n:11][cH:12][cH:13]1>>[c:2]1(-[n:9]2[cH:10][n:11][cH:12][cH:13]2)[n:3][c:4]([Cl:8])[cH:5][cH:6][cH:7]1. Reactants: CC(CCC(=O)OC)(C)[N+](=O)[O-] (Methyl 4-methyl-4-nitropentanoate). The reagents and catalysts are [Pd] (Pd/C). Solvent: CC(=O)O (AcOH). Conditions: time 16 hour. Yields the product NC(CCC(=O)OC)(C)C (Methyl 4-amino-4-methylpentanoate). RXN SMILES: [CH3:1][C:2]([N+:10]([O-])=O)([CH3:9])[CH2:3][CH2:4][C:5]([O:7][CH3:8])=[O:6]>CC(O)=O.[Pd]>[NH2:10][C:2]([CH3:9])([CH3:1])[CH2:3][CH2:4][C:5]([O:7][CH3:8])=[O:6]. Procedure details: Methyl 4-methyl-4-nitropentanoate (0.8 g, 4.57 mmol) (Moffett (1963) Org. Syn. Coll. 4:652) and Pd/C (1 g, 10% by weight) were suspended in AcOH (15 mL). The resulting mixture was stirred under a hydrogen atmosphere at room temperature for 16 hours. The reaction mixture was then filtered through a pad of celite. The filtrate was concentrated and the crude was used in the subsequent step without further purification. MS: (+) m/z 146.12.91 (M+1). Reported procedure: Methyl 4-amino-5-fluoro-6-(3-fluoro-4-(trifluoromethyl)phenyl)picolinate (500 mg, 1.51 mmol) was dissolved in CH3OH (0.6 mL) in a round bottom flask. Periodic acid (123 mg, 0.542 mmol) and iodine (306 mg, 1.204 mmol) were added, and the reaction mixture was heated at reflux with a drying tube for 12 h. The reaction mixture was cooled to room temperature and concentrated in vacuo. The crude product was dissolved in Et2O and washed with 10% sodium thiosulfate (Na2S2O3; 2×5 mL). The organic extract... Isolated yield 255.7%. Starting materials: I(=O)(=O)(=O)O (Periodic acid), II (iodine), NC1=CC(=NC(=C1F)C1=CC(=C(C=C1)C(F)(F)F)F)C(=O)OC (Methyl 4-amino-5-fluoro-6-(3-fluoro-4-(trifluoromethyl)phenyl)picolinate). The product is NC1=C(C(=NC(=C1F)C1=CC(=C(C=C1)C(F)(F)F)F)C(=O)OC)I (methyl 4-amino-5-fluoro-6-(3-fluoro-4-(trifluoromethyl)phenyl)-3-iodopicolinate). Run in CO (CH3OH). RXN SMILES: [NH2:1][C:2]1[C:7]([F:8])=[C:6]([C:9]2[CH:14]=[CH:13][C:12]([C:15]([F:18])([F:17])[F:16])=[C:11]([F:19])[CH:10]=2)[N:5]=[C:4]([C:20]([O:22][CH3:23])=[O:21])[CH:3]=1.[I:24](O)(=O)(=O)=O.II>CO>[NH2:1][C:2]1[C:7]([F:8])=[C:6]([C:9]2[CH:14]=[CH:13][C:12]([C:15]([F:18])([F:17])[F:16])=[C:11]([F:19])[CH:10]=2)[N:5]=[C:4]([C:20]([O:22][CH3:23])=[O:21])[C:3]=1[I:24]. Starting materials: CCOC(C)=O, O=C1NC(=O)c2ccccc21, CC(C)OC(=O)N=NC(=O)OC(C)C, C1CCOC1, c1ccc(P(c2ccccc2)c2ccccc2)cc1, CC(O)c1ccncc1. The product is CC(c1ccncc1)N1C(=O)c2ccccc2C1=O. As a reaction SMILES: [CH3:54][CH2:55][O:56][C:57](=[O:58])[CH3:59].[O:10]=[C:11]1[NH:12][C:13](=[O:14])[c:15]2[cH:16][cH:17][cH:18][cH:19][c:20]21.[O:40]=[C:41]([O:42][CH:43]([CH3:44])[CH3:45])[N:46]=[N:47][C:48]([O:49][CH:50]([CH3:51])[CH3:52])=[O:53].[O:60]1[CH2:61][CH2:62][CH2:63][CH2:64]1.[c:21]1([P:22]([c:23]2[cH:24][cH:25][cH:26][cH:27][cH:28]2)[c:29]2[cH:30][cH:31][cH:32][cH:33][cH:34]2)[cH:35][cH:36][cH:37][cH:38][cH:39]1.[n:1]1[cH:2][cH:3][c:4]([CH:7]([CH3:8])[OH:9])[cH:5][cH:6]1>>[n:1]1[cH:2][cH:3][c:4]([CH:7]([CH3:8])[N:12]2[C:11](=[O:10])[c:20]3[c:15]([cH:16][cH:17][cH:18][cH:19]3)[C:13]2=[O:14])[cH:5][cH:6]1. Reactants: NC1=NNC=C1C(=O)OCC (ethyl 3-amino-pyrazol-4-carboxylate), [H-].[Na+] (sodium hydride), BrCC(CCC)=O (1-bromo-2-pentanone). Solvent: CN(C)C=O (DMF). Conditions: time 15 minute. Product: NC=1N(N=CC1C(=O)OCC)CC(CCC)=O (Ethyl 3-amino-2-(2-oxopentyl)pyrazol-4-carboxylate). The yield is 45.4%. Reaction SMILES: [H-].[Na+].[NH2:3][C:4]1[C:8]([C:9]([O:11][CH2:12][CH3:13])=[O:10])=[CH:7][NH:6][N:5]=1.Br[CH2:15][C:16](=[O:20])[CH2:17][CH2:18][CH3:19]>CN(C=O)C>[NH2:3][C:4]1[N:5]([CH2:15][C:16](=[O:20])[CH2:17][CH2:18][CH3:19])[N:6]=[CH:7][C:8]=1[C:9]([O:11][CH2:12][CH3:13])=[O:10] |f:0.1|. Procedure details: To a mixture of sodium hydride (60% dispersion in mineral oil, 0.8 g) in DMF (50 ml) was added ethyl 3-amino-pyrazol-4-carboxylate (2.0 g) and the reaction mixture was stirred at room temperature for 15 minutes. After addition of 1-bromo-2-pentanone (4.0 g), the mixture was stirred at room temperature for 13 hours. The reaction mixture was concentrated to dryness, and the residue was dissolved in ethyl acetate-water. The organic layer was washed with water, dried and concentrated to dryness. The... The product is O=C1c2ccccc2C(=O)c2ccccc21. As a reaction SMILES: [C:1]([c:2]1[cH:3][cH:4][cH:5][cH:6][cH:7]1)(=[O:8])[c:9]1[c:10]([C:11](=[O:12])[OH:13])[cH:14][cH:15][cH:16][cH:17]1.[S:18](=[O:19])(=[O:20])([OH:21])[OH:22]>>[C:1]1(=[O:8])[c:2]2[cH:3][cH:4][cH:5][cH:6][c:7]2[C:11](=[O:12])[c:10]2[c:9]1[cH:17][cH:16][cH:15][cH:14]2. Reactants: O=C(O)c1ccccc1C(=O)c1ccccc1, O=S(=O)(O)O.